Dataset: the Open Reaction Database (ORD), a public repository of structured organic reaction records. Task: describe an organic reaction: reactants, conditions, products, and yield The reactants are FC1=CC(=CC(=C1)F)F (1,3,5-trifluorobenzene), N (ammonia), [O-2].[Mg+2] (magnesium oxide). Solvent: O (water). Conditions: temperature 225 celsius, time 6 hour. Product: FC=1C=C(N)C=C(C1)F (3,5-difluoroaniline). As a reaction SMILES: [F:1][C:2]1[CH:7]=[C:6](F)[CH:5]=[C:4]([F:9])[CH:3]=1.[NH3:10].[O-2].[Mg+2]>O>[F:1][C:2]1[CH:7]=[C:6]([CH:5]=[C:4]([F:9])[CH:3]=1)[NH2:10] |f:2.3|. Procedure: A 600 ml Hastelloy pressure reactor (Parr Instrument Co., Moline, Ill.) equipped with the standard stirrer, thermowell, and valves was used. The reactor was charged with 0.833 moles of 1,3,5-trifluorobenzene (110 g), 4.6 moles of 29% ammonia in water (270 g), and 0.44 moles of magnesium oxide (17.8 g). The reactor was purged with argon, and heated to 225° C. until the maximum pressure (about 1400 psig) was reached. As the reaction proceeded, the pressure dropped at a rate of about 20 lbs./hour f... Reactants: CCOC(=O)C=Cc1ccc2c(n1)NCCC2, CCO, [H][H]. Yields the product CCOC(=O)CCc1ccc2c(n1)NCCC2. RXN SMILES: [CH2:1]([CH3:2])[O:3][C:4]([CH:5]=[CH:6][c:7]1[n:8][c:9]2[c:14]([cH:15][cH:16]1)[CH2:13][CH2:12][CH2:11][NH:10]2)=[O:17].[CH3:20][CH2:21][OH:22].[H:18][H:19]>>[CH2:1]([CH3:2])[O:3][C:4]([CH2:5][CH2:6][c:7]1[n:8][c:9]2[c:14]([cH:15][cH:16]1)[CH2:13][CH2:12][CH2:11][NH:10]2)=[O:17].